From a dataset of the Open Reaction Database (ORD), a public repository of structured organic reaction records. describe an organic reaction: reactants, conditions, products, and yield Starting materials: COC=1C=C2C=C(CCC2=CC1OC)C(=O)O (6,7-dimethoxy-1,2-dihydro-3-naphthoic acid), [S] (sulfur). Conditions: temperature 215 celsius. Product: COC=1C=C2C=CC(=CC2=CC1OC)C(=O)O (6,7-dimethoxy-2-naphthoic acid). Isolated yield 94.9%. Reaction SMILES: [CH3:1][O:2][C:3]1[CH:4]=[C:5]2[C:10](=[CH:11][C:12]=1[O:13][CH3:14])[CH2:9][CH2:8][C:7]([C:15]([OH:17])=[O:16])=[CH:6]2.[S]>>[CH3:14][O:13][C:12]1[CH:11]=[C:10]2[C:5](=[CH:4][C:3]=1[O:2][CH3:1])[CH:6]=[C:7]([C:15]([OH:17])=[O:16])[CH:8]=[CH:9]2 |^3:17|. Procedure details: A mixture of 6,7-dimethoxy-1,2-dihydro-3-naphthoic acid (1.7 g) and powdery sulfur (0.47 g) is heated at 215° C. for 30 minutes to afford 6,7-dimethoxy-2-naphthoic acid (1.6 g), which is recrystallized from ethanol to give colorless prisms, m.p. 245°-247° C. The reactants are BrC1=CC=C2C(C(NC2=C1)=O)=O (6-bromoindoline-2,3-dione), OO (H2O2). Run in [OH-].[Na+] (NaOH). The product is NC1=C(C(=O)O)C=CC(=C1)Br (2-amino-4-bromobenzoic acid). Reaction SMILES: [Br:1][C:2]1[CH:10]=[C:9]2[C:5]([C:6](=[O:12])C(=O)[NH:8]2)=[CH:4][CH:3]=1.[OH:13]O>[OH-].[Na+]>[NH2:8][C:9]1[CH:10]=[C:2]([Br:1])[CH:3]=[CH:4][C:5]=1[C:6]([OH:12])=[O:13] |f:2.3|. Reported procedure: To a solution of the 6-bromoindoline-2,3-dione (e.g., 6-bromo-7-fluoroindoline-2,3-dione, 1 equiv) in 1 N NaOH (0.14 M) was added H2O2 (1.8 M) dropwise and the resulting mixture was stirred at room temperature until the reaction was complete (approximately 2 hours). The mixture was filtered and the filtrate was acidified to pH 2 with hydrochloric acid. The precipitate that formed was filtered, washed with water, and concentrated to provide the 2-amino-4-bromobenzoic acid (e.g., 2-amino-4-bromo-3...